This data is from the Open Reaction Database (ORD), a public repository of structured organic reaction records. The task is: describe an organic reaction: reactants, conditions, products, and yield Reactants: BrC1=C(C(=O)NNS(=O)(=O)NC(=O)N2C([C@H](C2)NC(OCC2=CC=CC=C2)=O)=O)C=C(C(=C1)O)O ((S)-[1-[[[[2-(2-bromo-4,5-dihydroxybenzoyl)hydrazino]sulfonyl]amino]carbonyl]-2-oxoazetidinyl]carbamic acid, phenylmethyl ester), FC(C(=O)O)(F)F (trifluoroacetic acid), C1(=CC=CC=C1)SC (thioanisole). Solvent: CCOCC (ether). Conditions: time 8 hour. The product is FC(C(=O)O)(F)F.N[C@@H]1C(N(C1)C(=O)NS(=O)(=O)NNC(C1=C(C=C(C(=C1)O)O)Br)=O)=O ((S)-3-Amino-N-[[2-(2-bromo-4,5-dihydroxybenzoyl)hydrazino]sulfonyl]-2-oxoazetidinecarboxamide, trifluoroacetate salt). As a reaction SMILES: [Br:1][C:2]1[CH:33]=[C:32]([OH:34])[C:31]([OH:35])=[CH:30][C:3]=1[C:4]([NH:6][NH:7][S:8]([NH:11][C:12]([N:14]1[CH2:17][C@H:16]([NH:18]C(=O)OCC2C=CC=CC=2)[C:15]1=[O:29])=[O:13])(=[O:10])=[O:9])=[O:5].[F:36][C:37]([F:42])([F:41])[C:38]([OH:40])=[O:39].C1(SC)C=CC=CC=1>CCOCC>[F:36][C:37]([F:42])([F:41])[C:38]([OH:40])=[O:39].[NH2:18][C@H:16]1[CH2:17][N:14]([C:12]([NH:11][S:8]([NH:7][NH:6][C:4](=[O:5])[C:3]2[CH:30]=[C:31]([OH:35])[C:32]([OH:34])=[CH:33][C:2]=2[Br:1])(=[O:10])=[O:9])=[O:13])[C:15]1=[O:29] |f:4.5|. Procedure details: At room temperature, 2.29 g (4 mmol) of (S)-[1-[[[[2-(2-bromo-4,5-dihydroxybenzoyl)hydrazino]sulfonyl]amino]carbonyl]-2-oxoazetidinyl]carbamic acid, phenylmethyl ester was added to a mixture of 4.5 ml of trifluoroacetic acid and 1.6 g of thioanisole. After stirring overnight, 50 ml of ether was added and the resulting crystals were filtered off by suction, dried and triturated with 40 ml of dichloromethane. The crystals were filtered off again and dried in vacuo; yield: 1.9 g, melting point 157°... Isolated yield 88.8%. The product is CS(=O)(=O)O.CN1CCN(CCC1)CC1=CC=C(C(=O)NC2=CC(=C(C=C2)C)NC2=NC=CC(=N2)C=2C=NC=CC2)C=C1 (4-(4-methylhomopiperazin-1-ylmethyl)-N-[4-methyl-3-(4-(pyridin-3-yl)pyrimidin-2-yl)aminophenyl]benzamide methanesulfonate). RXN SMILES: [CH3:1][N:2]1[CH2:8][CH2:7][CH2:6][N:5]([CH2:9][C:10]2[CH:38]=[CH:37][C:13]([C:14]([NH:16][C:17]3[CH:22]=[CH:21][C:20]([CH3:23])=[C:19]([NH:24][C:25]4[N:30]=[C:29]([C:31]5[CH:32]=[N:33][CH:34]=[CH:35][CH:36]=5)[CH:28]=[CH:27][N:26]=4)[CH:18]=3)=[O:15])=[CH:12][CH:11]=2)[CH2:4][CH2:3]1.[CH3:39][S:40]([OH:43])(=[O:42])=[O:41]>C(O)C>[CH3:39][S:40]([OH:43])(=[O:42])=[O:41].[CH3:1][N:2]1[CH2:8][CH2:7][CH2:6][N:5]([CH2:9][C:10]2[CH:11]=[CH:12][C:13]([C:14]([NH:16][C:17]3[CH:22]=[CH:21][C:20]([CH3:23])=[C:19]([NH:24][C:25]4[N:30]=[C:29]([C:31]5[CH:32]=[N:33][CH:34]=[CH:35][CH:36]=5)[CH:28]=[CH:27][N:26]=4)[CH:18]=3)=[O:15])=[CH:37][CH:38]=2)[CH2:4][CH2:3]1 |f:3.4|. Procedure: 4-(4-Methylhomopiperazin-1-ylmethyl)-N-[4-methyl-3-(4-(pyridin-3-yl)pyrimidin-2-yl)aminophenyl]benzamide (250 mg, 0.429 mmol) was dissolved in ethanol (10 ml), methanesulfonic acid (64 μl, 0.984 mmol) was added, and the mixture was reacted at room temperature for 16 hours. The resulting solid was filtered and washed with acetone to give 4-(4-methylhomopiperazin-1-ylmethyl)-N-[4-methyl-3-(4-(pyridin-3-yl)pyrimidin-2-yl)aminophenyl]benzamide methanesulfonate (230 mg). Solvent: C(C)O (ethanol). Starting materials: CN1CCN(CCC1)CC1=CC=C(C(=O)NC2=CC(=C(C=C2)C)NC2=NC=CC(=N2)C=2C=NC=CC2)C=C1 (4-(4-Methylhomopiperazin-1-ylmethyl)-N-[4-methyl-3-(4-(pyridin-3-yl)pyrimidin-2-yl)aminophenyl]benzamide), CS(=O)(=O)O (methanesulfonic acid). The reactants are C(CC(O)(C(=O)O)CC(=O)O)(=O)O (citric acid), C(C)(C)(C)NC(=O)C1=CC(=C(OC2=CC(=C(C=C2F)CC(=O)OC)F)C=C1)[N+](=O)[O-] (Methyl 2-(4-(4-(tert-butylcarbamoyl)-2-nitrophenoxy)-2,5-difluorophenyl)acetate), C(C)(C)(C)NC(C1=CC(=C(C=C1)Cl)[N+](=O)[O-])=O (N-tert-butyl-4-chloro-3-nitrobenzamide), C(=O)([O-])[O-].[Cs+].[Cs+] (Cs2CO3). Solvent: CS(=O)C (DMSO), C(C)(=O)OCC (ethyl acetate). Run at temperature 80 celsius, time 1 hour. Yields the product FC1=C(C=C(C(=C1)O)F)CC(=O)O (2-(2,5-Difluoro-4-hydroxyphenyl)acetic acid). Reaction SMILES: C(NC(C1C=CC([O:12][C:13]2[C:18]([F:19])=[CH:17][C:16]([CH2:20][C:21]([O:23]C)=[O:22])=[C:15]([F:25])[CH:14]=2)=C([N+]([O-])=O)C=1)=O)(C)(C)C.C(NC(=O)C1C=CC(Cl)=C([N+]([O-])=O)C=1)(C)(C)C.C([O-])([O-])=O.[Cs+].[Cs+].C(O)(=O)CC(CC(O)=O)(C(O)=O)O>CS(C)=O.C(OCC)(=O)C>[F:25][C:15]1[CH:14]=[C:13]([OH:12])[C:18]([F:19])=[CH:17][C:16]=1[CH2:20][C:21]([OH:23])=[O:22] |f:2.3.4|. Procedure: Methyl 2-(4-(4-(tert-butylcarbamoyl)-2-nitrophenoxy)-2,5-difluorophenyl)acetate (A.6) To a solution of compound A.4 (500 mg, 2.66 mmol) and N-tert-butyl-4-chloro-3-nitrobenzamide (A.5) (682 mg, 2.66 mmol) in DMSO (25 ml), Cs2CO3 (1.73 g, 5.32 mmol) was added in one portion. The reaction mixture was stirred at 80° C. for 1 hour, diluted with ethyl acetate and then 10% citric acid was added to adjust pH=2. The aqueous layer was extracted with ethyl acetate (2×), the combined organic layers were wa... Reactants: CNC(=NC#N)NCCS, CN(C)C=O, O=C1c2ccccc2C(=O)N1Cc1ccc(CCl)o1, [H-], [Na+]. Product: CNC(=NC#N)NCCSCc1ccc(CN2C(=O)c3ccccc3C2=O)o1. Reaction SMILES: [C:1](#[N:2])[N:3]=[C:4]([NH:5][CH2:6][CH2:7][SH:8])[NH:9][CH3:10].[CH3:32][N:33]([CH3:34])[CH:35]=[O:36].[Cl:13][CH2:14][c:15]1[cH:16][cH:17][c:18]([CH2:20][N:21]2[C:22](=[O:31])[c:23]3[cH:24][cH:25][cH:26][cH:27][c:28]3[C:29]2=[O:30])[o:19]1.[H-:11].[Na+:12]>>[C:1](#[N:2])[N:3]=[C:4]([NH:5][CH2:6][CH2:7][S:8][CH2:14][c:15]1[cH:16][cH:17][c:18]([CH2:20][N:21]2[C:22](=[O:31])[c:23]3[cH:24][cH:25][cH:26][cH:27][c:28]3[C:29]2=[O:30])[o:19]1)[NH:9][CH3:10]. Starting materials: C(C)OC(C[C@H](N1C(C(CC1)CCCC1=NC2=NC=CC=C2C=C1)=O)C1=CC(=CC=C1)F)=O (3(S)-(3-Fluorophenyl)-3-[3-(3-[1,8]naphthyridin-2-yl-propyl)-2-oxo-pyrrolidin-1-yl]-propionic acid ethyl ester), [H][H] (hydrogen). The reagents and catalysts are [Pd].[C] (Pd carbon). Solvent: CCO (EtOH). Product: C(C)OC(C[C@H](N1C(C(CC1)CCCC1=NC=2NCCCC2C=C1)=O)C1=CC(=CC=C1)F)=O (3(S)-(3-Fluorophenyl)-3-(2-oxo-3-[3-(5,6,7,8-tetrahydro-[1,8]naphthyridin-2-yl)-propyl]-pyrrolidin-1-yl)-propionic acid ethyl ester). Reaction SMILES: [CH2:1]([O:3][C:4](=[O:33])[CH2:5][C@@H:6]([C:26]1[CH:31]=[CH:30][CH:29]=[C:28]([F:32])[CH:27]=1)[N:7]1[CH2:11][CH2:10][CH:9]([CH2:12][CH2:13][CH2:14][C:15]2[CH:24]=[CH:23][C:22]3[C:17](=[N:18][CH:19]=[CH:20][CH:21]=3)[N:16]=2)[C:8]1=[O:25])[CH3:2].[H][H]>CCO.[Pd].[C]>[CH2:1]([O:3][C:4](=[O:33])[CH2:5][C@@H:6]([C:26]1[CH:31]=[CH:30][CH:29]=[C:28]([F:32])[CH:27]=1)[N:7]1[CH2:11][CH2:10][CH:9]([CH2:12][CH2:13][CH2:14][C:15]2[CH:24]=[CH:23][C:22]3[CH2:21][CH2:20][CH2:19][NH:18][C:17]=3[N:16]=2)[C:8]1=[O:25])[CH3:2] |f:3.4|. Procedure details: A mixture of 2-8 (340 mg, 0.7991 mmol) and 10% Pd/carbon (170 mg) in EtOH (10 mL) was stirred under a balloon of hydrogen for 4 h. Following filtration and evaporative removal of the solvent, the residue was chromatographed (silica gel, 70:25:5 chloroform/ethyl acetate/MeOH) to give 2-9 as a yellow oil. The reactants are Cl.C(C)(C)(C)C1=CC=C(C=C1)[C@H](C)N ((S)-1-(4-(tert-butyl)phenyl)ethanamine hydrochloride), ClC1=C(CN2C(=C(C3=CC(=CC=C23)C(=O)O)C)C)C=C(C=C1)O[C@H](C(=O)OC)C ((S)-1-(2-chloro-5-((1-methoxy-1-oxopropan-2-yl)oxy)benzyl)-2,3-dimethyl-1H-indole-5-carboxylic acid). Yields the product C(C)(C)(C)C1=CC=C(C=C1)[C@H](C)NC(=O)C=1C=C2C(=C(N(C2=CC1)CC=1C=C(O[C@H](C(=O)OC)C)C=CC1Cl)C)C ((S)-Methyl 2-(3-((5-(((S)-1-(4-(tert-butyl)phenyl)ethyl)carbamoyl)-2,3-dimethyl-1H-indol-1-yl)methyl)-4-chlorophenoxy)propanoate). RXN SMILES: Cl.[C:2]([C:6]1[CH:11]=[CH:10][C:9]([C@@H:12]([NH2:14])[CH3:13])=[CH:8][CH:7]=1)([CH3:5])([CH3:4])[CH3:3].[Cl:15][C:16]1[CH:36]=[CH:35][C:34]([O:37][C@@H:38]([CH3:43])[C:39]([O:41][CH3:42])=[O:40])=[CH:33][C:17]=1[CH2:18][N:19]1[C:27]2[C:22](=[CH:23][C:24]([C:28](O)=[O:29])=[CH:25][CH:26]=2)[C:21]([CH3:31])=[C:20]1[CH3:32]>>[C:2]([C:6]1[CH:7]=[CH:8][C:9]([C@@H:12]([NH:14][C:28]([C:24]2[CH:23]=[C:22]3[C:27](=[CH:26][CH:25]=2)[N:19]([CH2:18][C:17]2[CH:33]=[C:34]([CH:35]=[CH:36][C:16]=2[Cl:15])[O:37][C@@H:38]([CH3:43])[C:39]([O:41][CH3:42])=[O:40])[C:20]([CH3:32])=[C:21]3[CH3:31])=[O:29])[CH3:13])=[CH:10][CH:11]=1)([CH3:5])([CH3:3])[CH3:4] |f:0.1|. Procedure details: The title compound was prepared following the same protocol as described in Step 5, Example 36, using the (S)-1-(4-(tert-butyl)phenyl)ethanamine hydrochloride instead of the (S)-1-(3-cyclopropylphenyl)ethanamine hydrochloride the (S)-1-(2-chloro-5-((1-methoxy-1-oxopropan-2-yl)oxy)benzyl)-2,3-dimethyl-1H-indole-5-carboxylic acid instead of the 1-(4-(2-methoxy-2-oxoethoxy)benzyl)-2,3-dimethyl-1H-indole-5-carboxylic acid. The reactants are FC1=C(C(=O)N2CCN(CC2)CC2=CN=CC(=N2)NC2=NNC=C2)C=CC=C1C(F)(F)F (6-((4-(2-fluoro-3-(trifluoromethyl)benzoyl)piperazin-1-yl)methyl)-N-1H-pyrazol-3-ylpyrazin-2-amine), Cl (hydrogen chloride). Solvent: C(C)O (ethanol). Reaction conditions: time 1 hour. Product: Cl.FC1=C(C(=O)N2CCN(CC2)CC2=CN=CC(=N2)NC2=NNC=C2)C=CC=C1C(F)(F)F (6-((4-(2-fluoro-3-(trifluoromethyl)benzoyl)piperazin-1-yl)methyl)-N-1H-pyrazol-3-ylpyrazin-2-amine hydrochloride). Reaction SMILES: [F:1][C:2]1[C:28]([C:29]([F:32])([F:31])[F:30])=[CH:27][CH:26]=[CH:25][C:3]=1[C:4]([N:6]1[CH2:11][CH2:10][N:9]([CH2:12][C:13]2[N:18]=[C:17]([NH:19][C:20]3[CH:24]=[CH:23][NH:22][N:21]=3)[CH:16]=[N:15][CH:14]=2)[CH2:8][CH2:7]1)=[O:5].[ClH:33]>C(O)C>[ClH:33].[F:1][C:2]1[C:28]([C:29]([F:31])([F:30])[F:32])=[CH:27][CH:26]=[CH:25][C:3]=1[C:4]([N:6]1[CH2:11][CH2:10][N:9]([CH2:12][C:13]2[N:18]=[C:17]([NH:19][C:20]3[CH:24]=[CH:23][NH:22][N:21]=3)[CH:16]=[N:15][CH:14]=2)[CH2:8][CH2:7]1)=[O:5] |f:3.4|. Procedure details: 19.8 g of 6-((4-(2-fluoro-3-(trifluoromethyl)benzoyl)piperazin-1-yl)methyl)-N-1H-pyrazol-3-ylpyrazin-2-amine (Example 44) was suspended in 200 ml of ethanol, and aqueous hydrogen chloride solution (1.0 M, 44.1 ml) was added thereto. The reaction mixture was stirred at room temperature for 1 hour and then evaporated. The resulting residue was solidified with 200 ml of heptane, evaporated and dried to give 6-((4-(2-fluoro-3-(trifluoromethyl)benzoyl)piperazin-1-yl)methyl)-N-1H-pyrazol-3-ylpyrazin-2...